From a dataset of the Open Reaction Database (ORD), a public repository of structured organic reaction records. describe an organic reaction: reactants, conditions, products, and yield The reactants are O (H2O), CNCCNC (N,N′-dimethylethylenediamine), compound 1, BrC=1C=NC=CC1 (3-Bromopyridine), [O-]P(=O)([O-])[O-].[K+].[K+].[K+] (K3PO4), CNCCNC (N,N′-dimethylethylenediamine), N1C=CC2=CC=CC=C12 (indole), BrC=1C=NC=CC1 (3-bromopyridine). The reagents and catalysts are [Cu](I)I (copper iodide), [Cu](I)I (copper iodide). Run in C1(=CC=CC=C1)C (toluene). Conditions: temperature 110 celsius. Yields the product [N+](=O)([O-])C=1C=C2C=CN(C2=CC1)C=1C=NC=CC1 (5-Nitro-1-(pyridin-3-yl)-1H-indole). Isolated yield 67.9%. As a reaction SMILES: Br[C:2]1[CH:3]=[N:4][CH:5]=[CH:6][CH:7]=1.[O-:8]P([O-])([O-])=O.[K+].[K+].[K+].CN[CH2:18][CH2:19][NH:20][CH3:21].[NH:22]1[C:30]2[C:25](=CC=C[CH:29]=2)[CH:24]=[CH:23]1.[OH2:31]>C1(C)C=CC=CC=1.[Cu](I)I>[N+:22]([C:30]1[CH:25]=[C:24]2[C:19](=[CH:18][CH:29]=1)[N:20]([C:2]1[CH:3]=[N:4][CH:5]=[CH:6][CH:7]=1)[CH:21]=[CH:23]2)([O-:8])=[O:31] |f:1.2.3.4|. Procedure: A suspension of compound 1 (195 mg, 1.20 mmol), 3-Bromopyridine (98 μL, 1.00 mmol), copper iodide (9.5 mg, 0.05 mmol) and K3PO4 (400 mg, 2.10 mmol) in toluene (6 mL) was treated with N,N′-dimethylethylenediamine (21.5 μL, 0.20 mmol) then heated at 110° C. overnight. A TLC analysis indicated mostly starting indole and 3-bromopyridine and a new more polar spot. The reaction mixture was treated with additional copper iodide ((9.5 mg, 0.05 mmol) and N,N′-dimethylethylenediamine (21.5 μL, 0.20 mmol)....